From a dataset of the Open Reaction Database (ORD), a public repository of structured organic reaction records. describe an organic reaction: reactants, conditions, products, and yield Reactants: Cl.N=C1N(CCC1)C (2-imino-1-methylpyrrolidine HCl), C=1(C(=CC=CC1)N=C=O)C (o-tolylisocyanate), C1=CC=CC=C1 (benzene), [OH-].[Na+] (sodium hydroxide). The solvent is O (water). The product is CN1C(CCC1)=NC(=O)NC1=C(C=CC=C1)C (1-(1-methyl-2-pyrrolidylidene)-3-o-tolyl urea). RXN SMILES: Cl.[NH:2]=[C:3]1[CH2:7][CH2:6][CH2:5][N:4]1[CH3:8].C1C=CC=CC=1.[OH-].[Na+].[C:17]1([CH3:26])[C:18]([N:23]=[C:24]=[O:25])=[CH:19][CH:20]=[CH:21][CH:22]=1>O>[CH3:8][N:4]1[CH2:5][CH2:6][CH2:7][C:3]1=[N:2][C:24]([NH:23][C:18]1[CH:19]=[CH:20][CH:21]=[CH:22][C:17]=1[CH3:26])=[O:25] |f:0.1,3.4|. Reported procedure: A 6.73 g. (0.05 mole) sample of 2-imino-1-methylpyrrolidine HCl is treated with 50 ml. of benzene and 2 ml. of water. With stirring, 10 ml. of 50% sodium hydroxide is added. After stirring about one minute, the benzene layer is decanted onto anhydrous K 2 CO 3 and the extraction repeated twice with 50 ml. portions of benzene. The dried, combined extracts are filtered from the drying agent and the filtrate is treated with 6.66 g. (0.05 mole) of o-tolylisocyanate. After stirring overnight, the mix...